From a dataset of the Open Reaction Database (ORD), a public repository of structured organic reaction records. describe an organic reaction: reactants, conditions, products, and yield The reactants are C1CCOC1, CCC(CC)(c1ccc(OCC2(C(C)(C)C)OCCO2)c(C)c1)c1cc2cc(C(=O)OC)ccc2o1, CO, [Na+], [OH-]. The product is CCC(CC)(c1ccc(OCC2(C(C)(C)C)OCCO2)c(C)c1)c1cc2cc(C(=O)O)ccc2o1. RXN SMILES: [CH2:41]1[O:42][CH2:43][CH2:44][CH2:45]1.[CH3:1][O:2][C:3](=[O:4])[c:5]1[cH:6][cH:7][c:8]2[c:9]([cH:10][c:11]([C:13]([CH2:14][CH3:15])([CH2:16][CH3:17])[c:18]3[cH:19][c:20]([CH3:35])[c:21]([O:24][CH2:25][C:26]4([C:31]([CH3:32])([CH3:33])[CH3:34])[O:27][CH2:28][CH2:29][O:30]4)[cH:22][cH:23]3)[o:12]2)[cH:36]1.[CH3:39][OH:40].[Na+:38].[OH-:37]>>[O:2]=[C:3]([OH:4])[c:5]1[cH:6][cH:7][c:8]2[c:9]([cH:10][c:11]([C:13]([CH2:14][CH3:15])([CH2:16][CH3:17])[c:18]3[cH:19][c:20]([CH3:35])[c:21]([O:24][CH2:25][C:26]4([C:31]([CH3:32])([CH3:33])[CH3:34])[O:27][CH2:28][CH2:29][O:30]4)[cH:22][cH:23]3)[o:12]2)[cH:36]1. Starting materials: [N+]([O-])([O-])=C (nitronate), C(CC(=O)OC)(=O)OC (dimethyl malonate), ClC1=C(C(=O)OC(C)(C)C)C=C(C=C1)[N+](=O)[O-] (t-Butyl 2-chloro-5-nitrobenzoate), Cl (HCl). The solvent is CS(=O)C (DMSO), O (water). Run at temperature 75 celsius, time 4 hour. The product is C(=O)(O)C1=C(C=CC(=C1)[N+](=O)[O-])C(C(=O)OC)C(=O)OC (dimethyl (2-carboxy-4-nitrophenyl)malonate). Isolated yield 87.4%. As a reaction SMILES: [C:1]([O:8][CH3:9])(=[O:7])[CH2:2][C:3]([O:5][CH3:6])=[O:4].Cl[C:11]1[CH:23]=[CH:22][C:21]([N+:24]([O-:26])=[O:25])=[CH:20][C:12]=1[C:13]([O:15]C(C)(C)C)=[O:14].Cl.[N+](=C)([O-])[O-]>CS(C)=O.O>[C:13]([C:12]1[CH:20]=[C:21]([N+:24]([O-:26])=[O:25])[CH:22]=[CH:23][C:11]=1[CH:2]([C:1]([O:8][CH3:9])=[O:7])[C:3]([O:5][CH3:6])=[O:4])([OH:15])=[O:14]. Procedure details: Sodium hydride (12.42 g of a 60% dispersion in oil, 310 mmol) was washed with petroleum ether (×3) under nitrogen and suspended in dry DMSO (250 mL). A solution of dimethyl malonate (37.3 mL, 330 mmol) in DMSO (50 mL) was added dropwise over 35 min with water-bath cooling. t-Butyl 2-chloro-5-nitrobenzoate (20.0 g, 78 mmol) was added and the mixture stirred at 70-80° C. under nitrogen for 4 h. The red-brown solution was cooled, poured into water (300 mL), and aq. HCl (2 N, 60 mL) added slowly unt...